This data is from the Open Reaction Database (ORD), a public repository of structured organic reaction records. The task is: describe an organic reaction: reactants, conditions, products, and yield The reactants are C(CCC)NC1=NC(=C2N=C(N(C2=N1)CCC1OCCCC1)OC)N (N2-butyl-8-(methoxy)-9-[2-(tetrahydro-2H-pyran-2-yl)ethyl]-9H-purine-2,6-diamine), Cl (HCl), C([O-])(O)=O.[Na+] (sodium bicarbonate), O (water). Solvent: CO (methanol), O1C=COC=C1 (dioxin). Run at time 1.5 hour. Yields the product NC1=C2NC(N(C2=NC(=N1)NCCCC)CCC1OCCCC1)=O (6-Amino-2-(butylamino)-9-[2-(tetrahydro-2H-Pyran-2-yl)ethyl]-7,9-dihydro-8H-Purin-8-one). Reaction SMILES: [CH2:1]([NH:5][C:6]1[N:14]=[C:13]2[C:9]([N:10]=[C:11]([O:23]C)[N:12]2[CH2:15][CH2:16][CH:17]2[CH2:22][CH2:21][CH2:20][CH2:19][O:18]2)=[C:8]([NH2:25])[N:7]=1)[CH2:2][CH2:3][CH3:4].Cl.O.C(=O)(O)[O-].[Na+]>CO.O1C=COC=C1>[NH2:25][C:8]1[N:7]=[C:6]([NH:5][CH2:1][CH2:2][CH2:3][CH3:4])[N:14]=[C:13]2[C:9]=1[NH:10][C:11](=[O:23])[N:12]2[CH2:15][CH2:16][CH:17]1[CH2:22][CH2:21][CH2:20][CH2:19][O:18]1 |f:3.4|. Procedure: A solution of N2-butyl-8-(methoxy)-9-[2-(tetrahydro-2H-pyran-2-yl)ethyl]-9H-purine-2,6-diamine (54 mg) in methanol (1 ml) was treated with 4N HCl in dioxin (0.5 ml) and stood for 1.5 h. The solvents were stripped and the residue treated with water and made basic with saturated aqueous sodium bicarbonate. The precipitated material was filtered, washed with water and dried to give the title compound as a solid, yield 22.5 mg. Reactants: CN(C)C(=O)CC1=CC=2CC3=C(NC(C=4N3C=C(N4)C(=O)OCC)=O)C2C=C1 (ethyl 8-(N,N-dimethylaminocarbonylmethyl)-4,5-dihydro-4-oxo-10H-imidazo[1,2-a]indeno[1,2-e]pyrazin-2-carboxylate), O1CCOCC1 (dioxane), [OH-].[Na+] (sodium hydroxide). Run in O (water). Product: CN(C)C(=O)CC1=CC=2CC3=C(NC(C=4N3C=C(N4)C(=O)O)=O)C2C=C1 (8-(N,N-dimethylaminocarbonylmethyl)-4,5-dihydro-4-oxo-10H-imidazo[1,2-a]indeno[1,2-e]pyrazin-2-carboxylic acid). The yield is 72.0%. RXN SMILES: [CH3:1][N:2]([C:4]([CH2:6][C:7]1[CH:28]=[CH:27][C:26]2[C:12]3[NH:13][C:14](=[O:25])[C:15]4[N:16]([CH:17]=[C:18]([C:20]([O:22]CC)=[O:21])[N:19]=4)[C:11]=3[CH2:10][C:9]=2[CH:8]=1)=[O:5])[CH3:3].O1CCOCC1.[OH-].[Na+]>O>[CH3:1][N:2]([C:4]([CH2:6][C:7]1[CH:28]=[CH:27][C:26]2[C:12]3[NH:13][C:14](=[O:25])[C:15]4[N:16]([CH:17]=[C:18]([C:20]([OH:22])=[O:21])[N:19]=4)[C:11]=3[CH2:10][C:9]=2[CH:8]=1)=[O:5])[CH3:3] |f:2.3|. Reported procedure: The preparation is carried out as in Example 25 but from 0.3 g of ethyl 8-(N,N-dimethylaminocarbonylmethyl)-4,5-dihydro-4-oxo-10H-imidazo[1,2-a]indeno[1,2-e]pyrazin-2-carboxylate, 15 ml of dioxane, 15 ml of water and 2.3 ml of 1N sodium hydroxide solution. 0.2 g of 8-(N,N-dimethylaminocarbonylmethyl)-4,5-dihydro-4-oxo-10H-imidazo[1,2-a]indeno[1,2-e]pyrazin-2-carboxylic acid is obtained in the form of an ochre solid melting above 260° C. (Analysis C18H16N4O4 ; % Calculated C: 61.36, H: 4.58, N: 1... The reactants are CCOC(=O)c1nc(C#N)c2c(ccn2Cc2ccc(F)c(F)c2)c1OC(C)=O, CC#N, O=C1CCC(=O)N1Cl. Product: CCOC(=O)c1nc(C#N)c2c(c(Cl)cn2Cc2ccc(F)c(F)c2)c1OC(C)=O. Reaction SMILES: [CH2:1]([CH3:2])[O:3][C:4](=[O:5])[c:6]1[c:7]([O:26][C:27]([CH3:28])=[O:29])[c:8]2[c:9]([c:10]([C:12]#[N:13])[n:11]1)[n:14]([CH2:17][c:18]1[cH:19][c:20]([F:25])[c:21]([F:24])[cH:22][cH:23]1)[cH:15][cH:16]2.[CH3:38][C:39]#[N:40].[Cl:30][N:31]1[C:32](=[O:33])[CH2:34][CH2:35][C:36]1=[O:37]>>[CH2:1]([CH3:2])[O:3][C:4](=[O:5])[c:6]1[c:7]([O:26][C:27]([CH3:28])=[O:29])[c:8]2[c:9]([c:10]([C:12]#[N:13])[n:11]1)[n:14]([CH2:17][c:18]1[cH:19][c:20]([F:25])[c:21]([F:24])[cH:22][cH:23]1)[cH:15][c:16]2[Cl:30]. Reactants: C(C)OC([C@H](NCC1=C(C=CC=C1[N+](=O)[O-])Cl)C)=O (N-(2-chloro-6-nitrobenzyl)-D-alanine ethyl ester), [H][H] (hydrogen). The reagents and catalysts are [Ni] (Raney nickel). Run in C(C)O (ethanol). Product: C(C)OC([C@H](NCC1=C(C=CC=C1Cl)N)C)=O (N-(2-amino-6-chlorobenzyl)-D-alanine ethyl ester). Yield: 98.4%. As a reaction SMILES: [CH2:1]([O:3][C:4](=[O:19])[C@@H:5]([CH3:18])[NH:6][CH2:7][C:8]1[C:13]([N+:14]([O-])=O)=[CH:12][CH:11]=[CH:10][C:9]=1[Cl:17])[CH3:2].[H][H]>C(O)C.[Ni]>[CH2:1]([O:3][C:4](=[O:19])[C@@H:5]([CH3:18])[NH:6][CH2:7][C:8]1[C:9]([Cl:17])=[CH:10][CH:11]=[CH:12][C:13]=1[NH2:14])[CH3:2]. Procedure: A solution of 14.3 g of N-(2-chloro-6-nitrobenzyl)-D-alanine ethyl ester in 50 ml of ethanol was hydrogenated in the presence of 1 g of Raney nickel. 3.35 liters of hydrogen were taken up in 2 hours. The catalyst was then filtered off and the filtrate was evaporated to dryness. There were obtained 12.6 g (99% of theory) of N-(2-amino-6-chlorobenzyl)-D-alanine ethyl ester; nD23 =1.5405; [α]D =+55.8° (c=1% in ethanol). Reactants: O1C(C1)C1=CC=C(C#N)C=C1 (4-(2-Oxiranyl)benzonitrile), C12CN(CC(CNC1)C2)C(=O)OC(C)C (iso-Propyl 3,7-diazabicyclo[3.3.1]nonane-3-carboxylate). Yields the product C(#N)C1=CC=C(C=C1)C(CN1CC2CN(CC(C1)C2)C(=O)OC(C)C)O (iso-Propyl 7-[2-(4-cyanophenyl)-2-hydroxyethyl]-3,7-diazabicyclo-[3.3.1]nonane-3-carboxylate). Reaction SMILES: [O:1]1[CH2:3][CH:2]1[C:4]1[CH:11]=[CH:10][C:7]([C:8]#[N:9])=[CH:6][CH:5]=1.[CH:12]12[CH2:20][CH:16]([CH2:17][NH:18][CH2:19]1)[CH2:15][N:14]([C:21]([O:23][CH:24]([CH3:26])[CH3:25])=[O:22])[CH2:13]2>>[C:8]([C:7]1[CH:10]=[CH:11][C:4]([CH:2]([OH:1])[CH2:3][N:18]2[CH2:19][CH:12]3[CH2:20][CH:16]([CH2:15][N:14]([C:21]([O:23][CH:24]([CH3:26])[CH3:25])=[O:22])[CH2:13]3)[CH2:17]2)=[CH:5][CH:6]=1)#[N:9]. Procedure details: The crude reaction mixture from step (a) above was condensed with iso-propyl 3,7-diazabicyclo[3.3.1]nonane-3-carboxylate (5.2 g; see Example H above) according to the method described in Example 7 above to give the title compound in a 73% overall yield. The reactants are [H-].[Na+] (sodium hydride), NC1=NC(=C2N=CN(C2=N1)[C@H]1C=C[C@H](C1)CO)Cl ((±)-cis-4-(2-amino-6-chloro-9H-purin-9-yl)-2-cyclopentene-1-methanol), C(C)(C)O (isopropanol). The solvent is hexanes. Conditions: temperature 75 celsius. The product is NC1=NC(=C2N=CN(C2=N1)[C@H]1C=C[C@H](C1)CO)OC(C)C ((±)-cis-4-(2-Amino-6-isopropoxy-9H-purin-9-yl)-2-cyclopentene-1-methanol). Reaction SMILES: [H-].[Na+].[NH2:3][C:4]1[N:12]=[C:11]2[C:7]([N:8]=[CH:9][N:10]2[C@@H:13]2[CH2:17][C@H:16]([CH2:18][OH:19])[CH:15]=[CH:14]2)=[C:6](Cl)[N:5]=1.[CH:21]([OH:24])([CH3:23])[CH3:22]>>[NH2:3][C:4]1[N:12]=[C:11]2[C:7]([N:8]=[CH:9][N:10]2[C@@H:13]2[CH2:17][C@H:16]([CH2:18][OH:19])[CH:15]=[CH:14]2)=[C:6]([O:24][CH:21]([CH3:23])[CH3:22])[N:5]=1 |f:0.1|. Procedure details: A flask was charged with sodium hydride (60% oil dispersion, 240 mg, ~6 mmol) which was washed with hexanes before the addition of isopropanol (20 mL) and (±)-cis-4-(2-amino-6-chloro-9H-purin-9-yl)-2-cyclopentene-1-methanol (0.318 g, 1.19 mmol) from Example 4. This solution was heated at 75° C. for 2 hours before being allowed to cool to room temperature and neutralized by addition of 1.0 N HC1. The solution was concentrated and the residue was placed on a silica gel column which was eluted with... Reactants: COCC[C@H]1CN(CCN1)C1=NC2=C(NC=3SC(=NC13)C1CCCC1)C=CC=C2 ((S)-10-[3-(2-methoxyethyl)-piperazin-1-yl]-2-cyclopentyl-4H-3-thia-1,4,9-triazabenzo[f]azulene), C=O (formaldehyde), C(C)(=O)O[BH-](OC(C)=O)OC(C)=O.[Na+] (sodium triacetoxyborohydride), ClC(C)Cl (dichloroethane). Run in C([O-])(O)=O.[Na+] (sodium bicarbonate). The product is Cl.Cl.COCC[C@H]1CN(CCN1C)C1=NC2=C(NC=3SC(=NC13)C1CCCC1)C=CC=C2 ((S)-10-[3-(2-Methoxyethyl)-4-methylpiperazin-1-yl]-2-cyclopentyl 4H-3-thia-1,4,9-triazabenzo[f]azulene dihydrochloride). Isolated yield 91.0%. RXN SMILES: [CH3:1][O:2][CH2:3][CH2:4][C@@H:5]1[NH:10][CH2:9][CH2:8][N:7]([C:11]2[C:20]3[N:19]=[C:18]([CH:21]4[CH2:25][CH2:24][CH2:23][CH2:22]4)[S:17][C:16]=3[NH:15][C:14]3[CH:26]=[CH:27][CH:28]=[CH:29][C:13]=3[N:12]=2)[CH2:6]1.C=O.[C:32](O[BH-](OC(=O)C)OC(=O)C)(=O)C.[Na+].[Cl:46]C(Cl)C>C(=O)(O)[O-].[Na+]>[ClH:46].[ClH:46].[CH3:1][O:2][CH2:3][CH2:4][C@@H:5]1[N:10]([CH3:32])[CH2:9][CH2:8][N:7]([C:11]2[C:20]3[N:19]=[C:18]([CH:21]4[CH2:25][CH2:24][CH2:23][CH2:22]4)[S:17][C:16]=3[NH:15][C:14]3[CH:26]=[CH:27][CH:28]=[CH:29][C:13]=3[N:12]=2)[CH2:6]1 |f:2.3,5.6,7.8.9|. Reported procedure: Combine (S)-10-[3-(2-methoxyethyl)-piperazin-1-yl]-2-cyclopentyl-4H-3-thia-1,4,9-triazabenzo[f]azulene (0.364 g, 0.884 mmol), formaldehyde (93 μL, 1.15 mmol, 37%), and sodium triacetoxyborohydride (0.281 g, 1.33 mmol) in dichloroethane (15 mL) and stir at room temperature for 4 hours. Dilute the mixture with saturated aqueous sodium bicarbonate and extract three times with dichloromethane. Combine the organic layers, dry over sodium sulfate and concentrate under reduced pressure to give a solid ... Reactants: CC(C)(C)NS(=O)(=O)c1cnc(-c2cn(-c3nc(-c4ccc(Cl)cc4)cc(C(F)(F)F)n3)cn2)s1, ClCCl, O=C(O)C(F)(F)F. Yields the product NS(=O)(=O)c1cnc(-c2cn(-c3nc(-c4ccc(Cl)cc4)cc(C(F)(F)F)n3)cn2)s1. RXN SMILES: [C:1]([CH3:2])([CH3:3])([CH3:4])[NH:5][S:6](=[O:7])(=[O:8])[c:9]1[cH:10][n:11][c:12](-[c:14]2[n:15][cH:16][n:17](-[c:19]3[n:20][c:21]([C:32]([F:33])([F:34])[F:35])[cH:22][c:23](-[c:25]4[cH:26][cH:27][c:28]([Cl:31])[cH:29][cH:30]4)[n:24]3)[cH:18]2)[s:13]1.[Cl:43][CH2:44][Cl:45].[F:36][C:37]([F:38])([F:39])[C:40]([OH:41])=[O:42]>>[NH2:5][S:6](=[O:7])(=[O:8])[c:9]1[cH:10][n:11][c:12](-[c:14]2[n:15][cH:16][n:17](-[c:19]3[n:20][c:21]([C:32]([F:33])([F:34])[F:35])[cH:22][c:23](-[c:25]4[cH:26][cH:27][c:28]([Cl:31])[cH:29][cH:30]4)[n:24]3)[cH:18]2)[s:13]1. Reactants: CCc1cc2cnc(S(C)(=O)=O)nc2n(C2CCCC2)c1=O, ClCCl, Nc1ccc(N2CCC(O)CC2)cn1. Product: CCc1cc2cnc(Nc3ccc(N4CCC(O)CC4)cn3)nc2n(C2CCCC2)c1=O. Reaction SMILES: [CH:1]1([n:6]2[c:7](=[O:22])[c:8]([CH2:20][CH3:21])[cH:9][c:10]3[c:11]2[n:12][c:13]([S:16]([CH3:17])(=[O:18])=[O:19])[n:14][cH:15]3)[CH2:2][CH2:3][CH2:4][CH2:5]1.[Cl:37][CH2:38][Cl:39].[NH2:23][c:24]1[cH:25][cH:26][c:27]([N:30]2[CH2:31][CH2:32][CH:33]([OH:36])[CH2:34][CH2:35]2)[cH:28][n:29]1>>[CH:1]1([n:6]2[c:7](=[O:22])[c:8]([CH2:20][CH3:21])[cH:9][c:10]3[c:11]2[n:12][c:13]([NH:23][c:24]2[cH:25][cH:26][c:27]([N:30]4[CH2:31][CH2:32][CH:33]([OH:36])[CH2:34][CH2:35]4)[cH:28][n:29]2)[n:14][cH:15]3)[CH2:2][CH2:3][CH2:4][CH2:5]1. The reactants are NNc1nc2ccccc2n2ccnc12, O. Yields the product Nc1nc2ccccc2n2ccnc12. RXN SMILES: [NH:1]([NH2:2])[c:3]1[c:4]2[n:5]([c:6]3[cH:7][cH:8][cH:9][cH:10][c:11]3[n:12]1)[cH:13][cH:14][n:15]2.[OH2:16]>>[NH2:1][c:3]1[c:4]2[n:5]([c:6]3[cH:7][cH:8][cH:9][cH:10][c:11]3[n:12]1)[cH:13][cH:14][n:15]2.